Dataset: the Open Reaction Database (ORD), a public repository of structured organic reaction records. Task: describe an organic reaction: reactants, conditions, products, and yield Starting materials: OC=1C=C2OC3=CC(C(=CC3=NC2=CC1)CCCCCCCCCCCCCCCCCC)=O (7-hydroxy-2-octadecyl-3H-phenoxazine-3-one), CC1=CC(=NC(=C1)C)C (sym-collidine), CC(=O)OCC1[C@@H]([C@@H](C([C@H](O1)Br)OC(=O)C)OC(=O)C)OC(=O)C (1-bromo-2,3,4,6-tetra-O-acetyl-α-D-galactopyranoside). The reagents and catalysts are C([O-])([O-])=O.[Ag+2] (silver carbonate). Solvent: ClCCl (dichloromethane). Conditions: time 1 hour. The product is C(CCCCCCCCCCCCCCCCC)C1=CC2=NC3=CC=C(C=C3OC2=CC1=O)O[C@H]1[C@H](OC(C)=O)[C@@H](OC(C)=O)[C@@H](OC(C)=O)[C@H](O1)COC(C)=O (2-octadecyl-7-(2,3,4,6-tetra-O-acetyl β-D-galactopyranosyloxy)-3H-phenoxazin-3-one). Reaction SMILES: [OH:1][C:2]1[CH:3]=[C:4]2[C:13](=[CH:14][CH:15]=1)[N:12]=[C:11]1[C:6](=[CH:7][C:8](=[O:34])[C:9]([CH2:16][CH2:17][CH2:18][CH2:19][CH2:20][CH2:21][CH2:22][CH2:23][CH2:24][CH2:25][CH2:26][CH2:27][CH2:28][CH2:29][CH2:30][CH2:31][CH2:32][CH3:33])=[CH:10]1)[O:5]2.CC1C=C(C)N=C(C)C=1.[CH3:44][C:45]([O:47][CH2:48][CH:49]1[O:54][C@H:53](Br)[CH:52]([O:56][C:57]([CH3:59])=[O:58])[C@@H:51]([O:60][C:61]([CH3:63])=[O:62])[C@H:50]1[O:64][C:65]([CH3:67])=[O:66])=[O:46]>ClCCl.C(=O)([O-])[O-].[Ag+2]>[CH2:16]([C:9]1[C:8](=[O:34])[CH:7]=[C:6]2[C:11](=[N:12][C:13]3[C:4]([O:5]2)=[CH:3][C:2]([O:1][C@@H:53]2[O:54][C@H:49]([CH2:48][O:47][C:45](=[O:46])[CH3:44])[C@H:50]([O:64][C:65](=[O:66])[CH3:67])[C@H:51]([O:60][C:61](=[O:62])[CH3:63])[C@H:52]2[O:56][C:57](=[O:58])[CH3:59])=[CH:15][CH:14]=3)[CH:10]=1)[CH2:17][CH2:18][CH2:19][CH2:20][CH2:21][CH2:22][CH2:23][CH2:24][CH2:25][CH2:26][CH2:27][CH2:28][CH2:29][CH2:30][CH2:31][CH2:32][CH3:33] |f:4.5|. Reported procedure: A mixture of 7-hydroxy-2-octadecyl-3H-phenoxazine-3-one ("octadecylresorufin) (220 mg, 0.47 mmole), powdered, activated 4Å molecular sieves (0.5 g), sym-collidine (125 μL, 0.95 mmole), and silver carbonate (155 mg, 0.56 mmole) in dry dichloromethane (20 mL) is allowed to stir at room temperature, under an atmosphere of dry nitrogen gas, in the dark for 1 hour. To this mixture is added 1-bromo-2,3,4,6-tetra-O-acetyl-α-D-galactopyranoside (389 mg, 0.95 mmole), slowly with stirring, and the resulti... Starting materials: O=C(CCCN1CCC(NC(=O)c2ccccc2)CC1)c1ccccc1, CN(C)C=O, CI. Yields the product C[N+]1(CCCC(=O)c2ccccc2)CCC(NC(=O)c2ccccc2)CC1, [I-]. As a reaction SMILES: [C:1]([c:2]1[cH:3][cH:4][cH:5][cH:6][cH:7]1)(=[O:8])[NH:9][CH:10]1[CH2:11][CH2:12][N:13]([CH2:16][CH2:17][CH2:18][C:19](=[O:20])[c:21]2[cH:22][cH:23][cH:24][cH:25][cH:26]2)[CH2:14][CH2:15]1.[CH3:29][N:30]([CH3:31])[CH:32]=[O:33].[I:27][CH3:28]>>[C:1]([c:2]1[cH:3][cH:4][cH:5][cH:6][cH:7]1)(=[O:8])[NH:9][CH:10]1[CH2:11][CH2:12][N+:13]([CH2:16][CH2:17][CH2:18][C:19](=[O:20])[c:21]2[cH:22][cH:23][cH:24][cH:25][cH:26]2)([CH3:28])[CH2:14][CH2:15]1.[I-:27]. Starting materials: CC([O-])C.[Al+3].CC([O-])C.CC([O-])C (aluminum isopropoxide), C[C@H](CCCC(C)C)[C@H]1CC[C@@H]2[C@@]1(CC[C@H]3C2=CC=C4[C@@]3(CC[C@@H](C4)O)C)C (dehydrocholesterol), Cl (hydrochloric acid). Run in CC(CC)=O (2-butanone). Product: CC(C)CCC[C@@H](C)[C@H]1CC[C@H]2C3=CC=C4CC(CC[C@]4(C)[C@H]3CC[C@]12C)=O (cholesta-5,7-diene-3-one). Isolated yield 103.1%. Reaction SMILES: [CH3:1][C@@H:2]([C@@H:9]1[C@@:13]2([CH3:28])[CH2:14][CH2:15][C@@H:16]3[C@@:21]4([CH3:27])[CH2:22][CH2:23][C@H:24]([OH:26])[CH2:25][C:20]4=[CH:19][CH:18]=[C:17]3[C@@H:12]2[CH2:11][CH2:10]1)[CH2:3][CH2:4][CH2:5][CH:6]([CH3:8])[CH3:7].CC(C)[O-].[Al+3].CC(C)[O-].CC(C)[O-].Cl>CC(=O)CC>[CH3:8][CH:6]([CH2:5][CH2:4][CH2:3][C@H:2]([C@@H:9]1[C@:13]2([CH3:28])[C@H:12]([C:17]3[C@H:16]([CH2:15][CH2:14]2)[C@:21]2([CH3:27])[C:20]([CH2:25][C:24](=[O:26])[CH2:23][CH2:22]2)=[CH:19][CH:18]=3)[CH2:11][CH2:10]1)[CH3:1])[CH3:7] |f:1.2.3.4|. Reported procedure: 1.15 g of dehydrocholesterol was dissolved in 15 ml of 2-butanone, 0.34 g of aluminum isopropoxide was added, and the mixture was heated at reflux temperature for 75 mutes. After cooling on an ice bath, 15 ml of 2N hydrochloric acid was added, the phases were separated, and the organic phase was washed twice with 7.5 ml of 2N hydrochloric acid. The aqueous phase was extracted with toluene, and the combined organic phases were washed with water and brine, dried, and evaporated to yield 1.18 g of ... The reactants are FC1(CN(C1)C=1C=CC(=NC1OCCOC)C(=O)O)F (5-(3,3-difluoro-azetidin-1-yl)-6-(2-methoxy-ethoxy)-pyridine-2-carboxylic acid), N[C@H](C(=O)N)CC(C)C ((2S)-2-amino-4-methyl-pentanamide). Yields the product C(N)(=O)[C@H](CC(C)C)NC(=O)C1=NC(=C(C=C1)N1CC(C1)(F)F)OCCOC (5-(3,3-Difluoro-azetidin-1-yl)-6-(2-methoxy-ethoxy)-pyridine-2-carboxylic acid ((S)-1-carbamoyl-3-methyl-butyl)-amide). Reaction SMILES: [F:1][C:2]1([F:20])[CH2:5][N:4]([C:6]2[CH:7]=[CH:8][C:9]([C:17]([OH:19])=O)=[N:10][C:11]=2[O:12][CH2:13][CH2:14][O:15][CH3:16])[CH2:3]1.[NH2:21][C@@H:22]([CH2:26][CH:27]([CH3:29])[CH3:28])[C:23]([NH2:25])=[O:24]>>[C:23]([C@@H:22]([NH:21][C:17]([C:9]1[CH:8]=[CH:7][C:6]([N:4]2[CH2:3][C:2]([F:1])([F:20])[CH2:5]2)=[C:11]([O:12][CH2:13][CH2:14][O:15][CH3:16])[N:10]=1)=[O:19])[CH2:26][CH:27]([CH3:29])[CH3:28])(=[O:24])[NH2:25]. Procedure: The title compound was synthesized in analogy to Example 1, using 5-(3,3-difluoro-azetidin-1-yl)-6-(2-methoxy-ethoxy)-pyridine-2-carboxylic acid and (2S)-2-amino-4-methyl-pentanamide (CAN 687-51-4) as starting materials, MS (EI): m/e=401.1 [M+H]+. Starting materials: CCN(CC)CCOc1ccc(C=O)cc1, [K+], [OH-], O=C1CCCc2cc(OCCn3ccnc3)ccc21. Product: CCN(CC)CCOc1ccc(C=C2CCc3cc(OCCn4ccnc4)ccc3C2=O)cc1. As a reaction SMILES: [CH2:20]([CH3:21])[N:22]([CH2:23][CH3:24])[CH2:25][CH2:26][O:27][c:28]1[cH:29][cH:30][c:31]([CH:32]=[O:33])[cH:34][cH:35]1.[K+:37].[OH-:36].[n:1]1([CH2:6][CH2:7][O:8][c:9]2[cH:10][c:11]3[c:16]([cH:17][cH:18]2)[C:15](=[O:19])[CH2:14][CH2:13][CH2:12]3)[cH:2][n:3][cH:4][cH:5]1>>[n:1]1([CH2:6][CH2:7][O:8][c:9]2[cH:10][c:11]3[c:16]([cH:17][cH:18]2)[C:15](=[O:19])[C:14](=[CH:32][c:31]2[cH:30][cH:29][c:28]([O:27][CH2:26][CH2:25][N:22]([CH2:20][CH3:21])[CH2:23][CH3:24])[cH:35][cH:34]2)[CH2:13][CH2:12]3)[cH:2][n:3][cH:4][cH:5]1. Reactants: FC=1C=C(C=O)C=CC1F (3,4-difluorobenzaldehyde), CS(=O)C (DMSO), [Na+].CS(=O)[O-] (methanesulfinic acid sodium salt). Run in O (water). Reaction conditions: temperature 90 celsius. Yields the product FC=1C=C(C=O)C=CC1S(=O)(=O)C (3-Fluoro-4-methylsulfonylbenzaldehyde). As a reaction SMILES: [F:1][C:2]1[CH:3]=[C:4]([CH:7]=[CH:8][C:9]=1F)[CH:5]=[O:6].CS(C)=O.[Na+].[CH3:16][S:17]([O-:19])=[O:18]>O>[F:1][C:2]1[CH:3]=[C:4]([CH:7]=[CH:8][C:9]=1[S:17]([CH3:16])(=[O:19])=[O:18])[CH:5]=[O:6] |f:2.3|. Reported procedure: To a solution containing 0.5 g 3,4-difluorobenzaldehyde and 20 ml DMSO was added 0.71 g methanesulfinic acid sodium salt with stirring at 90° C. The solution was stirred 6 hours at 90° C. and then poured into water. Sodiumhydrogencarbonate was added and the product was extracted with ethyl acetate. The extract was evaporated to dryness in vacuo. The residue was triturated with 2-propanol, yield 0.93 g. 1H-NMR (DMSO-d6, 400 MHz): 3.52 (s, 3 H, CH3), 7.98-8.13 (m, 3 H, Ar), 10.22 (d, 1 H, CHO). Starting materials: OC1=CC(=NN1C)C(C)C (5-hydroxy-3-isopropyl-1-methylpyrazole), P(=O)(Cl)(Cl)Cl (phosphorus oxychloride), ice. Conditions: time 1 hour. Product: ClC1=CC(=NN1C)C(C)C (5-Chloro-3-isopropyl-1-methylpyrazole). RXN SMILES: O[C:2]1[N:6]([CH3:7])[N:5]=[C:4]([CH:8]([CH3:10])[CH3:9])[CH:3]=1.P(Cl)(Cl)([Cl:13])=O>>[Cl:13][C:2]1[N:6]([CH3:7])[N:5]=[C:4]([CH:8]([CH3:10])[CH3:9])[CH:3]=1. Procedure: The 5-hydroxy-3-isopropyl-1-methylpyrazole (20.5 g) was added in small portions over five minutes to 60 ml of phosphorus oxychloride cooled at 10 C. No significant exotherm resulted and after five minutes the cooling bath was removed. After stirring for one hour, the reaction was heated to 70 C. overnight and then 90 C. for four hours. The cooled reaction was cautiously added to 500 g of ice. The desired product was extracted with two 200 ml portions of ethyl acetate and the combined extracts we... Starting materials: ClCC(=C)CCl (3-chloro-2-chloromethyl-1-propene), C1(C=2C(C(N1)=O)=CC=CC2)=O.[K] (potassium phthalimide). The solvent is CN(C=O)C (dimethylformamide). Reaction conditions: temperature 50 celsius. The product is C1(C=2C(C(N1CC(CCl)=C)=O)=CC=CC2)=O (1-PHTHALIMIDO-3-CHLORO-2-METHYLENEPROPANE). As a reaction SMILES: [Cl:1][CH2:2][C:3]([CH2:5]Cl)=[CH2:4].[C:7]1(=[O:17])[NH:11][C:10](=[O:12])[C:9]2=[CH:13][CH:14]=[CH:15][CH:16]=[C:8]12.[K]>CN(C)C=O>[C:7]1(=[O:17])[N:11]([CH2:5][C:3](=[CH2:4])[CH2:2][Cl:1])[C:10](=[O:12])[C:9]2=[CH:13][CH:14]=[CH:15][CH:16]=[C:8]12 |f:1.2,^1:17|. Reported procedure: A mixture of 3-chloro-2-chloromethyl-1-propene (6.55 g, 50 mmol) and potassium phthalimide (5.6 g, 30 mmol) in anhydrous dimethylformamide (200 ml) was heated two days at 50° C. Then the mixture was concentrated in vacuo and, after usual work-up, the product was purified by flash chromatography on silica gel (ethyl acetate:hexane; 15:85) (4.2 g, 78%).